From a dataset of the Open Reaction Database (ORD), a public repository of structured organic reaction records. describe an organic reaction: reactants, conditions, products, and yield The reactants are BrC1=CN=CC=2C(CCCC12)O ((rac)-4-bromo-5,6,7,8-tetrahydroisoquinolin-8-ol), C(#N)C1=CC=C(C=C1)B(O)O (4-cyanophenylboronic acid). Yields the product OC1CCCC=2C(=CN=CC12)C1=CC=C(C#N)C=C1 ((rac)-4-(8-Hydroxy-5,6,7,8-tetrahydroisoquinolin-4-yl)benzonitrile). Isolated yield 83.0%. As a reaction SMILES: Br[C:2]1[C:11]2[CH2:10][CH2:9][CH2:8][CH:7]([OH:12])[C:6]=2[CH:5]=[N:4][CH:3]=1.[C:13]([C:15]1[CH:20]=[CH:19][C:18](B(O)O)=[CH:17][CH:16]=1)#[N:14]>>[OH:12][CH:7]1[C:6]2[CH:5]=[N:4][CH:3]=[C:2]([C:18]3[CH:19]=[CH:20][C:15]([C:13]#[N:14])=[CH:16][CH:17]=3)[C:11]=2[CH2:10][CH2:9][CH2:8]1. Procedure details: In analogy to the procedure described for the preparation of example 1, (rac)-4-bromo-5,6,7,8-tetrahydroisoquinolin-8-ol (intermediate A-2) was reacted with 4-cyanophenylboronic acid to give the title compound as light brown powder in 83% yield. MS: 251.1 (M+H+). Reactants: Cc1cc(C(=O)Cl)on1, COc1cc2nc(N3CCNCC3)nc(N)c2cc1OC, C1COCCO1. The product is COc1cc2nc(N3CCN(C(=O)c4cc(C)no4)CC3)nc(N)c2cc1OC, Cl. As a reaction SMILES: [CH3:1][c:2]1[n:3][o:4][c:5]([C:7](=[O:8])[Cl:9])[cH:6]1.[NH2:10][c:11]1[n:12][c:13]([N:25]2[CH2:26][CH2:27][NH:28][CH2:29][CH2:30]2)[n:14][c:15]2[cH:16][c:17]([O:23][CH3:24])[c:18]([O:21][CH3:22])[cH:19][c:20]12.[O:31]1[CH2:32][CH2:33][O:34][CH2:35][CH2:36]1>>[CH3:1][c:2]1[n:3][o:4][c:5]([C:7](=[O:8])[N:28]2[CH2:27][CH2:26][N:25]([c:13]3[n:12][c:11]([NH2:10])[c:20]4[c:15]([n:14]3)[cH:16][c:17]([O:23][CH3:24])[c:18]([O:21][CH3:22])[cH:19]4)[CH2:30][CH2:29]2)[cH:6]1.[ClH:9]. The reactants are C(C)OCC (diethylether), C(C1=CC=CC=C1)OC(=O)N1CCC(CC1)C(=O)N(C1=CC(=C(C=C1)Cl)Cl)CCCN1CCC(CC1)CC1=CC=CC=C1 (1-(Benzyloxycarbonyl)-N-[3-(4-benzyl-1-piperidinyl)propyl]-N-(3,4-dichlorophenyl)-4-piperidinecarboxamide), solution, Br (hydrogen bromide). The solvent is C(C)(=O)O (acetic acid), C(C)(=O)O (acetic acid). Conditions: time 30 minute. The product is C(C1=CC=CC=C1)C1CCN(CC1)CCCN(C(=O)C1CCNCC1)C1=CC(=C(C=C1)Cl)Cl (N-[3-(4-Benzyl-1-piperidinyl)propyl]-N-(3,4-dichlorophenyl)-4-piperidinecarboxamide). The yield is 82.9%. Reaction SMILES: C(OC([N:11]1[CH2:16][CH2:15][CH:14]([C:17]([N:19]([CH2:28][CH2:29][CH2:30][N:31]2[CH2:36][CH2:35][CH:34]([CH2:37][C:38]3[CH:43]=[CH:42][CH:41]=[CH:40][CH:39]=3)[CH2:33][CH2:32]2)[C:20]2[CH:25]=[CH:24][C:23]([Cl:26])=[C:22]([Cl:27])[CH:21]=2)=[O:18])[CH2:13][CH2:12]1)=O)C1C=CC=CC=1.Br.C(OCC)C>C(O)(=O)C>[CH2:37]([CH:34]1[CH2:35][CH2:36][N:31]([CH2:30][CH2:29][CH2:28][N:19]([C:20]2[CH:25]=[CH:24][C:23]([Cl:26])=[C:22]([Cl:27])[CH:21]=2)[C:17]([CH:14]2[CH2:13][CH2:12][NH:11][CH2:16][CH2:15]2)=[O:18])[CH2:32][CH2:33]1)[C:38]1[CH:43]=[CH:42][CH:41]=[CH:40][CH:39]=1. Procedure details: The compound obtained in Example 65 (4.89 g, 7.85 mmol) was dissolved in acetic acid (5 ml). To the solution was added 30% solution of hydrogen bromide in acetic acid (15 ml), and the mixture was stirred at room temperature for 30 minutes. To the reaction mixture was added diethylether (60 ml), and supernatant solution was removed by decantation. To the residure was added diethylether (60 ml), and supernatant solution was removed by decantation. These procedure was repeated further three times. ... Reaction SMILES: S(O)(O)(=O)=O.[NH2:6][NH2:7].C(=O)([O-])[O-].[Na+].[Na+].Br[CH:15]1[C:24]2[C:19](=[CH:20][CH:21]=[CH:22][C:23]=2[N+:25]([O-:27])=[O:26])[C:17](=O)[O:16]1.O>CN(C=O)C>[N+:25]([C:23]1[CH:22]=[CH:21][CH:20]=[C:19]2[C:24]=1[CH:15]=[N:6][NH:7][C:17]2=[O:16])([O-:27])=[O:26] |f:0.1,2.3.4|. Reaction conditions: temperature 100 celsius, time 4 hour. Product: [N+](=O)([O-])C1=C2C=NNC(C2=CC=C1)=O (5-nitro-phthalazin-1-one). Solvent: CN(C)C=O (DMF), CN(C)C=O (DMF). The reactants are BrC1OC(=O)C2=CC=CC(=C12)[N+](=O)[O-] (3-bromo-4-nitro-phthalide), O (water), S(=O)(=O)(O)O.NN (hydrazine sulfate), C([O-])([O-])=O.[Na+].[Na+] (sodium carbonate). Procedure: 18.25 g of hydrazine sulfate and 14.88 g of sodium carbonate are stirred in 300 ml of DMF at 100° C. for one hour. Then, 7.24 g of 3-bromo-4-nitro-phthalide in 100 ml of DMF is added, and it is stirred for another 4 hours at 100° C. It is added to water, extracted several times with ethyl acetate, and the organic phase is washed with water and brine. It is dried, and the solvent is removed in a vacuum. After recrystallization from ethyl acetate, 2.35 g of 5-nitro-phthalazin-1-one is obtained as ... Yield: 43.8%.